From a dataset of the Open Reaction Database (ORD), a public repository of structured organic reaction records. describe an organic reaction: reactants, conditions, products, and yield Reactants: O=Cc1cc2ccccc2n1S(=O)(=O)c1ccc(Br)cc1, C[N+](C)(C)Cc1ccccc1, C1CCOC1, CO, [Cl-], [Na+], [OH-], CCOC(=O)CP(=O)(Oc1ccccc1C)Oc1ccccc1C. Yields the product CCOC(=O)C=Cc1cc2ccccc2n1S(=O)(=O)c1ccc(Br)cc1. RXN SMILES: [Br:39][c:40]1[cH:41][cH:42][c:43]([S:46](=[O:47])(=[O:48])[n:49]2[c:50]([CH:58]=[O:59])[cH:51][c:52]3[cH:53][cH:54][cH:55][cH:56][c:57]23)[cH:44][cH:45]1.[CH2:28]([N+:29]([CH3:30])([CH3:31])[CH3:32])[c:33]1[cH:34][cH:35][cH:36][cH:37][cH:38]1.[CH2:62]1[O:63][CH2:64][CH2:65][CH2:66]1.[CH3:25][OH:26].[Cl-:61].[Na+:60].[OH-:27].[c:1]1([CH3:2])[cH:3][cH:4][cH:5][cH:6][c:7]1[O:8][P:9]([O:10][c:11]1[cH:12][cH:13][cH:14][cH:15][c:16]1[CH3:17])([CH2:18][C:19](=[O:20])[O:21][CH2:22][CH3:23])=[O:24]>>[CH:18]([C:19](=[O:20])[O:21][CH2:22][CH3:23])=[CH:28][c:50]1[n:49]([S:46]([c:43]2[cH:42][cH:41][c:40]([Br:39])[cH:45][cH:44]2)(=[O:47])=[O:48])[c:57]2[c:52]([cH:51]1)[cH:53][cH:54][cH:55][cH:56]2. The reactants are CCO, COC(=O)CN1C(=O)C(NC(=O)c2cc3cc(Cl)sc3[nH]2)Cc2ccccc21, NN, O. The product is NNC(=O)CN1C(=O)C(NC(=O)c2cc3cc(Cl)sc3[nH]2)Cc2ccccc21. As a reaction SMILES: [CH3:32][CH2:33][OH:34].[Cl:4][c:5]1[cH:6][c:7]2[c:8]([nH:9][c:10]([C:12](=[O:13])[NH:14][CH:15]3[C:16](=[O:30])[N:17]([CH2:25][C:26]([O:28][CH3:27])=[O:29])[c:18]4[cH:19][cH:20][cH:21][cH:22][c:23]4[CH2:24]3)[cH:11]2)[s:31]1.[NH2:2][NH2:3].[OH2:1]>>[NH:2]([NH2:3])[C:26]([CH2:25][N:17]1[C:16](=[O:30])[CH:15]([NH:14][C:12]([c:10]2[nH:9][c:8]3[c:7]([cH:6][c:5]([Cl:4])[s:31]3)[cH:11]2)=[O:13])[CH2:24][c:23]2[c:18]1[cH:19][cH:20][cH:21][cH:22]2)=[O:28]. The reactants are CON(C(=O)C1=CN(C2=CC=CC=C2C1=O)CC1=NC(=CC=C1)Br)C (1-(6-bromo-pyridin-2-ylmethyl)-4-oxo-1,4-dihydro-quinoline-3-carboxylic acid methoxy-methyl-amide), white solid, FC1=C(C=C(C=C1)[Mg]Br)C (4-fluoro-3-methylphenylmagnesium bromide). The solvent is C1CCOC1 (THF). Product: BrC1=CC=CC(=N1)CN1C=C(C(C2=CC=CC=C12)=O)C(C1=CC(=C(C=C1)F)C)=O (1-(6-Bromo-pyridin-2-ylmethyl)-3-(4-fluoro-3-methyl-benzoyl)-1H-quinolin-4-one). As a reaction SMILES: CON(C)[C:4]([C:6]1[C:15](=[O:16])[C:14]2[C:9](=[CH:10][CH:11]=[CH:12][CH:13]=2)[N:8]([CH2:17][C:18]2[CH:23]=[CH:22][CH:21]=[C:20]([Br:24])[N:19]=2)[CH:7]=1)=[O:5].[F:26][C:27]1[CH:32]=[CH:31][C:30]([Mg]Br)=[CH:29][C:28]=1[CH3:35]>C1COCC1>[Br:24][C:20]1[N:19]=[C:18]([CH2:17][N:8]2[C:9]3[C:14](=[CH:13][CH:12]=[CH:11][CH:10]=3)[C:15](=[O:16])[C:6]([C:4](=[O:5])[C:30]3[CH:31]=[CH:32][C:27]([F:26])=[C:28]([CH3:35])[CH:29]=3)=[CH:7]2)[CH:23]=[CH:22][CH:21]=1. Procedure details: Experimental conditions analogous to those described for Step 6 of Example 60 from 90 mg (0.22 mmol) of 1-(6-bromo-pyridin-2-ylmethyl)-4-oxo-1,4-dihydro-quinoline-3-carboxylic acid methoxy-methyl-amide in 2 mL THF and 0.49 mL 1M 4-fluoro-3-methylphenylmagnesium bromide. Yield: 40 mg of a white solid. LC-MSD, m/z for C23H16BrFN2O2 [M+H]+=451.0, 453.0; HPLC retention time: 2.5 min. Starting materials: C(C)(C)(C)OC(=O)N1CCN(CC1)C1=CC=C(C=C1)C1C2=C(NC(=C1C(=O)OCC)C1=C(C(=CC=C1F)F)F)NN=C2C=2SC=CC2 (ethyl 4-(4-(4-(tert-butoxycarbonyl)piperazin-1-yl)phenyl)-3-(thiophen-2-yl)-6-(2,3,6-trifluorophenyl)-4,7-dihydro-1H-pyrazolo[3,4-b]pyridine-5-carboxylate). The reagents and catalysts are [O-2].[Mn+2] (manganese oxide). Solvent: ClCCl (dichloromethane). Reaction conditions: time 5 minute. Yields the product C(C)(C)(C)OC(=O)N1CCN(CC1)C1=CC=C(C=C1)C1=C2C(=NC(=C1C(=O)OCC)C1=C(C(=CC=C1F)F)F)NN=C2C=2SC=CC2 (ethyl 4-(4-(4-(tert-butoxycarbonyl)piperazin-1-yl)phenyl)-3-(thiophen-2-yl)-6-(2,3,6-trifluorophenyl)-1H-pyrazolo[3,4-b]pyridine-5-carboxylate). The yield is 85.0%. RXN SMILES: [C:1]([O:5][C:6]([N:8]1[CH2:13][CH2:12][N:11]([C:14]2[CH:19]=[CH:18][C:17]([CH:20]3[C:25]([C:26]([O:28][CH2:29][CH3:30])=[O:27])=[C:24]([C:31]4[C:36]([F:37])=[CH:35][CH:34]=[C:33]([F:38])[C:32]=4[F:39])[NH:23][C:22]4[NH:40][N:41]=[C:42]([C:43]5[S:44][CH:45]=[CH:46][CH:47]=5)[C:21]3=4)=[CH:16][CH:15]=2)[CH2:10][CH2:9]1)=[O:7])([CH3:4])([CH3:3])[CH3:2]>ClCCl.[O-2].[Mn+2]>[C:1]([O:5][C:6]([N:8]1[CH2:13][CH2:12][N:11]([C:14]2[CH:15]=[CH:16][C:17]([C:20]3[C:25]([C:26]([O:28][CH2:29][CH3:30])=[O:27])=[C:24]([C:31]4[C:36]([F:37])=[CH:35][CH:34]=[C:33]([F:38])[C:32]=4[F:39])[N:23]=[C:22]4[NH:40][N:41]=[C:42]([C:43]5[S:44][CH:45]=[CH:46][CH:47]=5)[C:21]=34)=[CH:18][CH:19]=2)[CH2:10][CH2:9]1)=[O:7])([CH3:2])([CH3:3])[CH3:4] |f:2.3|. Reported procedure: 254 mg (2.93 mmol) of manganese oxide is added to 300 mg (0.45 mmol) of ethyl 4-(4-(4-(tert-butoxycarbonyl)piperazin-1-yl)phenyl)-3-(thiophen-2-yl)-6-(2,3,6-trifluorophenyl)-4,7-dihydro-1H-pyrazolo[3,4-b]pyridine-5-carboxylate in solution in 10 ml of dichloromethane. The reaction mixture is placed in an ultrasonic bath for 5 minutes and then stirred at room temperature for 20 hours. It is then filtered on silica (eluent: 65:35 cyclohexane/ethyl acetate) to yield 254 mg (85%) of ethyl 4-(4-(4-(te... The reactants are N#Cc1ccc2c(c1)c(Br)nn2C1CCCCO1, CC#N, CCN(C(C)C)C(C)C, [Cu]I, Cl[Pd]Cl, C#Cc1ccccc1, c1ccc(P(c2ccccc2)c2ccccc2)cc1, c1ccc(P(c2ccccc2)c2ccccc2)cc1. Yields the product N#Cc1ccc2c(c1)c(C#Cc1ccccc1)nn2C1CCCCO1. As a reaction SMILES: [Br:1][c:2]1[n:3][n:4]([CH:13]2[O:14][CH2:15][CH2:16][CH2:17][CH2:18]2)[c:5]2[cH:6][cH:7][c:8]([C:11]#[N:12])[cH:9][c:10]12.[CH3:79][C:80]#[N:81].[CH:19]([N:20]([CH:21]([CH3:22])[CH3:23])[CH2:24][CH3:25])([CH3:26])[CH3:27].[Cu:77][I:78].[Pd:36]([Cl:37])[Cl:38].[c:28]1([C:34]#[CH:35])[cH:29][cH:30][cH:31][cH:32][cH:33]1.[c:39]1([P:40]([c:41]2[cH:42][cH:43][cH:44][cH:45][cH:46]2)[c:47]2[cH:48][cH:49][cH:50][cH:51][cH:52]2)[cH:53][cH:54][cH:55][cH:56][cH:57]1.[c:58]1([P:59]([c:60]2[cH:61][cH:62][cH:63][cH:64][cH:65]2)[c:66]2[cH:67][cH:68][cH:69][cH:70][cH:71]2)[cH:72][cH:73][cH:74][cH:75][cH:76]1>>[c:2]1([C:35]#[C:34][c:28]2[cH:29][cH:30][cH:31][cH:32][cH:33]2)[n:3][n:4]([CH:13]2[O:14][CH2:15][CH2:16][CH2:17][CH2:18]2)[c:5]2[cH:6][cH:7][c:8]([C:11]#[N:12])[cH:9][c:10]12. The reactants are C(C)(=O)C1=C(N=C(S1)N1C(N(CC1)CC1=CC=C(C=C1)C(=O)N1CCCCC1)=O)C (1-(5-acetyl-4-methylthiazol-2-yl)-3-(4-(piperidine-1-carbonyl)benzyl)imidazolidin-2-one), COC(C)(N(C)C)OC (N,N-dimethylacetamide dimethyl acetal), O.NN (hydrazine monohydrate). The solvent is C(C)(=O)OCC (ethyl acetate), CN(C(C)=O)C (N,N-dimethylacetamide). Run at temperature 110 celsius. Yields the product CC=1N=C(SC1C1=CC(=NN1)C)N1C(N(CC1)CC1=CC=C(C=C1)C(=O)N1CCCCC1)=O (1-(4-methyl-5-(3-methyl-1H-pyrazol-5-yl)thiazol-2-yl)-3-(4-(piperidine-1-carbonyl)benzyl)imidazolidin-2-one). Yield: 46.0%. Reaction SMILES: [C:1]([C:4]1[S:8][C:7]([N:9]2[CH2:13][CH2:12][N:11]([CH2:14][C:15]3[CH:20]=[CH:19][C:18]([C:21]([N:23]4[CH2:28][CH2:27][CH2:26][CH2:25][CH2:24]4)=[O:22])=[CH:17][CH:16]=3)[C:10]2=[O:29])=[N:6][C:5]=1[CH3:30])(=O)[CH3:2].CO[C:33](OC)([N:35](C)C)[CH3:34].O.[NH2:41]N>CN(C)C(=O)C.C(OCC)(=O)C>[CH3:30][C:5]1[N:6]=[C:7]([N:9]2[CH2:13][CH2:12][N:11]([CH2:14][C:15]3[CH:16]=[CH:17][C:18]([C:21]([N:23]4[CH2:24][CH2:25][CH2:26][CH2:27][CH2:28]4)=[O:22])=[CH:19][CH:20]=3)[C:10]2=[O:29])[S:8][C:4]=1[C:1]1[NH:41][N:35]=[C:33]([CH3:34])[CH:2]=1 |f:2.3|. Procedure: To a solution of 1-(5-acetyl-4-methylthiazol-2-yl)-3-(4-(piperidine-1-carbonyl)benzyl)imidazolidin-2-one (0.43 g, 1.00 mmol) in N,N-dimethylacetamide (5 mL) was added N,N-dimethylacetamide dimethyl acetal (0.5 mL, 3.40 mmol). The reaction mixture was heated for 24 hours at 110° C., and hydrazine monohydrate (0.30 mL, 6.18 mmol) was added. The reaction mixture was heated for another 10 minutes at 110° C., then cooled to ambient temperature, diluted with ethyl acetate and washed with water. The or... Reactants: CCOC(C)=O, ClCCOc1cccc2[nH]ccc12, [H-], [Na+], [Na+], O=C([O-])O, C1CCOC1, O=S(=O)(Cl)c1ccccc1. The product is O=S(=O)(c1ccccc1)n1ccc2c(OCCCl)cccc21. Reaction SMILES: [CH3:36][CH2:37][O:38][C:39]([CH3:40])=[O:41].[Cl:1][CH2:2][CH2:3][O:4][c:5]1[c:6]2[cH:7][cH:8][nH:9][c:10]2[cH:11][cH:12][cH:13]1.[H-:14].[Na+:15].[Na+:30].[O-:26][C:27]([OH:28])=[O:29].[O:31]1[CH2:32][CH2:33][CH2:34][CH2:35]1.[c:16]1([S:22](=[O:23])(=[O:24])[Cl:25])[cH:17][cH:18][cH:19][cH:20][cH:21]1>>[Cl:1][CH2:2][CH2:3][O:4][c:5]1[c:6]2[cH:7][cH:8][n:9]([S:22]([c:16]3[cH:17][cH:18][cH:19][cH:20][cH:21]3)(=[O:23])=[O:24])[c:10]2[cH:11][cH:12][cH:13]1.